This data is from the Open Reaction Database (ORD), a public repository of structured organic reaction records. The task is: describe an organic reaction: reactants, conditions, products, and yield Starting materials: CC(C)(C)OC(=O)NC(COC1CCCCO1)C(=O)O, O=C(n1ccnc1)n1ccnc1, ClCCl, NCc1ccccc1. Product: CC(C)(C)OC(=O)NC(COC1CCCCO1)C(=O)NCc1ccccc1. RXN SMILES: [C:1]([CH3:2])([CH3:3])([CH3:4])[O:5][C:6](=[O:7])[NH:8][CH:9]([C:10](=[O:11])[OH:12])[CH2:13][O:14][CH:15]1[O:16][CH2:17][CH2:18][CH2:19][CH2:20]1.[C:21]([n:22]1[cH:23][cH:24][n:25][cH:26]1)([n:27]1[cH:28][cH:29][n:30][cH:31]1)=[O:32].[Cl:41][CH2:42][Cl:43].[NH2:33][CH2:34][c:35]1[cH:36][cH:37][cH:38][cH:39][cH:40]1>>[C:1]([CH3:2])([CH3:3])([CH3:4])[O:5][C:6](=[O:7])[NH:8][CH:9]([C:10](=[O:12])[NH:33][CH2:34][c:35]1[cH:36][cH:37][cH:38][cH:39][cH:40]1)[CH2:13][O:14][CH:15]1[O:16][CH2:17][CH2:18][CH2:19][CH2:20]1. The product is COc1cccc2c1OC(CO)CC2. Reactants: COc1cccc2c1OC(CO[Si](C)(C)C(C)(C)C)CC2, CCCC[N+](CCCC)(CCCC)CCCC, [F-], C1CCOC1. As a reaction SMILES: [CH3:1][O:2][c:3]1[cH:4][cH:5][cH:6][c:7]2[c:12]1[O:11][CH:10]([CH2:13][O:14][Si:15]([C:16]([CH3:17])([CH3:18])[CH3:19])([CH3:20])[CH3:21])[CH2:9][CH2:8]2.[CH3:23][CH2:24][CH2:25][CH2:26][N+:27]([CH2:28][CH2:29][CH2:30][CH3:31])([CH2:32][CH2:33][CH2:34][CH3:35])[CH2:36][CH2:37][CH2:38][CH3:39].[F-:22].[O:40]1[CH2:41][CH2:42][CH2:43][CH2:44]1>>[CH3:1][O:2][c:3]1[cH:4][cH:5][cH:6][c:7]2[c:12]1[O:11][CH:10]([CH2:13][OH:14])[CH2:9][CH2:8]2.